This data is from the Open Reaction Database (ORD), a public repository of structured organic reaction records. The task is: describe an organic reaction: reactants, conditions, products, and yield Starting materials: CCO, N#Cc1cnc2ccc([N+](=O)[O-])cc2c1Nc1ccc(Oc2cccs2)c(Cl)c1. Yields the product N#Cc1cnc2ccc(N)cc2c1Nc1ccc(Oc2cccs2)c(Cl)c1. Reaction SMILES: [CH3:30][CH2:31][OH:32].[Cl:1][c:2]1[cH:3][c:4]([NH:14][c:15]2[c:16]([C:28]#[N:29])[cH:17][n:18][c:19]3[cH:20][cH:21][c:22]([N+:25]([O-:26])=[O:27])[cH:23][c:24]23)[cH:5][cH:6][c:7]1[O:8][c:9]1[s:10][cH:11][cH:12][cH:13]1>>[Cl:1][c:2]1[cH:3][c:4]([NH:14][c:15]2[c:16]([C:28]#[N:29])[cH:17][n:18][c:19]3[cH:20][cH:21][c:22]([NH2:25])[cH:23][c:24]23)[cH:5][cH:6][c:7]1[O:8][c:9]1[s:10][cH:11][cH:12][cH:13]1.